This data is from the Open Reaction Database (ORD), a public repository of structured organic reaction records. The task is: describe an organic reaction: reactants, conditions, products, and yield The reactants are BrC1=CC=C(C=C1)C(F)(F)F (4-bromobenzotrifluoride), [Mg] (magnesium), BrC=1C(=NC=CC1)\C=N\[S@@](=O)C(C)(C)C ((S,E)-N-((3-bromopyridin-2-yl)methylene)-2-methylpropane-2-sulfinamide). The solvent is C1CCOC1 (THF), C1CCOC1 (THF). Run at time 4 hour. The product is BrC=1C(=NC=CC1)C(C1=CC=C(C=C1)C(F)(F)F)N[S@@](=O)C(C)(C)C ((S)-2-Methyl-propane-2-sulfinic acid ((3-bromo-pyridin-2yl)-(4-trifluoromethyl-phenyl)-methyl)-amide). As a reaction SMILES: [Mg].Br[C:3]1[CH:8]=[CH:7][C:6]([C:9]([F:12])([F:11])[F:10])=[CH:5][CH:4]=1.[Br:13][C:14]1[C:15](/[CH:20]=[N:21]/[S@:22]([C:24]([CH3:27])([CH3:26])[CH3:25])=[O:23])=[N:16][CH:17]=[CH:18][CH:19]=1>C1COCC1>[Br:13][C:14]1[C:15]([CH:20]([NH:21][S@:22]([C:24]([CH3:27])([CH3:26])[CH3:25])=[O:23])[C:3]2[CH:8]=[CH:7][C:6]([C:9]([F:12])([F:11])[F:10])=[CH:5][CH:4]=2)=[N:16][CH:17]=[CH:18][CH:19]=1. Procedure details: To a stirred suspension of magnesium (2.143 g, 88 mmol) in THF (50 mL), was added 4-bromobenzotrifluoride (5.06 mL, 36.2 mmol). Stirring was continued for 4 h (caution: slightly exothermic, cooled with a water bath if needed). The resulting mixture was added to a stirred solution of (S,E)-N-((3-bromopyridin-2-yl)methylene)-2-methylpropane-2-sulfinamide (5.1 g, 17.64 mmol) in THF (100 mL) at −78° C. in a dropwise fashion. The mixture was stirred for another hour after addition and the reaction wa...